Dataset: the Open Reaction Database (ORD), a public repository of structured organic reaction records. Task: describe an organic reaction: reactants, conditions, products, and yield The reactants are C(C1=CC=CC=C1)OC=1C=C(C=C(C1)F)C(C(=O)OCC)C(=O)OCC (diethyl 3-benzyloxy-5-fluorophenylmalonate), C(CC(=O)OCC)(=O)OCC (diethyl malonate), CS(=O)C (DMSO), [Li+].[Cl-] (LiCl). Run in O (water), O (water). Product: C(C1=CC=CC=C1)OC=1C=C(C=C(C1)F)CC(=O)OCC (ethyl 3-benzyloxy-5-fluorophenylacetate). The yield is 57.0%. Reaction SMILES: [CH2:1]([O:8][C:9]1[CH:10]=[C:11]([CH:16](C(OCC)=O)[C:17]([O:19][CH2:20][CH3:21])=[O:18])[CH:12]=[C:13]([F:15])[CH:14]=1)[C:2]1[CH:7]=[CH:6][CH:5]=[CH:4][CH:3]=1.C(OCC)(=O)CC(OCC)=O.CS(C)=O.[Li+].[Cl-]>O>[CH2:1]([O:8][C:9]1[CH:10]=[C:11]([CH2:16][C:17]([O:19][CH2:20][CH3:21])=[O:18])[CH:12]=[C:13]([F:15])[CH:14]=1)[C:2]1[CH:3]=[CH:4][CH:5]=[CH:6][CH:7]=1 |f:3.4|. Procedure details: The above mixture of a mixture of diethyl 3-benzyloxy-5-fluorophenylmalonate and diethyl malonate (ca. 1:1.2, 1.0 g), DMSO (10 ml), water (0.1 ml), and LiCl (346 mg) were placed in a 50 ml round-bottom flask equipped with a magnetic stirrer and fitted with a condenser. The mixture was heated at reflux for 5 hr. The mixture was poured into water (50 ml) and the whole extracted with n-hexane (2×50 ml). The combined organic extracts were washed with water (50 ml), brine (50 ml) and dried over Na2SO... Starting materials: NC1=NC=C(C=C1[N+](=O)[O-])Cl (2-amino-5-chloro-3-nitropyridine), Cl[Sn]Cl (SnCl2). Procedure: The compounds of the present invention may be prepared as follows. It has been reported that reduction of 2-amino-5-chloro-3-nitropyridine (2) by SnCl2 in concentrated HCl resulted in both reduction of the nitro group to an amino group as well as chlorination of the pyridine ring to give 2,3-diamino-5,6-dichloropyridine (4) as the only isolated product (Israel & Day, J. Org. Chem. 24:1455-1460 (1959)). We found that reduction of 2 under identical conditions as reported gave a mixture of 2,3-diam... The solvent is Cl (HCl). As a reaction SMILES: [NH2:1][C:2]1[C:7]([N+:8]([O-])=O)=[CH:6][C:5]([Cl:11])=[CH:4][N:3]=1.[Cl:12][Sn]Cl>Cl>[NH2:1][C:2]1[C:7]([NH2:8])=[CH:6][C:5]([Cl:11])=[C:4]([Cl:12])[N:3]=1. The product is NC1=NC(=C(C=C1N)Cl)Cl (2,3-diamino-5,6-dichloropyridine). Starting materials: C([O-])([O-])=O.[Na+].[Na+] (sodium carbonate), BrC=1C=C2C(=NC1)N(C=C2C2=NN(C=C2)CC2=CC(=CC(=C2)F)F)S(=O)(=O)C2=CC=C(C)C=C2 (5-bromo-3-(1-(3,5-difluorobenzyl)-1H-pyrazol-3-yl)-1-tosyl-1H-pyrrolo[2,3-b]pyridine), CS(=O)(=O)NC1=C(C=CC(=C1)B1OC(C(O1)(C)C)(C)C)C1=CCN(CC1)C(=O)OC(C)(C)C (tert-butyl 4-(2-(methylsulfonamido)-4-(4,4,5,5-tetramethyl-1,3,2-dioxaborolan-2-yl)phenyl)-5,6-dihydropyridine-1(2H)-carboxylate), BrC=1C=C2C(=NC1)N(C=C2C2=NN(C=C2)CC2=CC(=CC(=C2)F)F)S(=O)(=O)C2=CC=C(C)C=C2 (5-bromo-3-(1-(3,5-difluorobenzyl)-1H-pyrazol-3-yl)-1-tosyl-1H-pyrrolo[2,3-b]pyridine), CS(=O)(=O)NC1=C(C=CC(=C1)B1OC(C(O1)(C)C)(C)C)C1=CCN(CC1)C(=O)OC(C)(C)C (tert-butyl 4-(2-(methylsulfonamido)-4-(4,4,5,5-tetramethyl-1,3,2-dioxaborolan-2-yl)phenyl)-5,6-dihydropyridine-1(2H)-carboxylate). The reagents and catalysts are Cl[Pd]([P](C1=CC=CC=C1)(C2=CC=CC=C2)C3=CC=CC=C3)([P](C4=CC=CC=C4)(C5=CC=CC=C5)C6=CC=CC=C6)Cl (Pd(PPh3)2Cl2). Run in COCCOC.O (DME water). Product: FC=1C=C(CN2N=C(C=C2)C2=CN(C3=NC=C(C=C32)C3=CC(=C(C=C3)C3=CCN(CC3)C(=O)OC(C)(C)C)NS(=O)(=O)C)S(=O)(=O)C3=CC=C(C)C=C3)C=C(C1)F (tert-butyl 4-(4-(3-(1-(3,5-difluorobenzyl)-1H-pyrazol-3-yl)-1-tosyl-1H-pyrrolo[2,3-b]pyridin-5-yl)-2-(methylsulfonamido)phenyl)-5,6-dihydropyridine-1 (2H)-carboxylate). Yield: 83.4%. RXN SMILES: Br[C:2]1[CH:3]=[C:4]2[C:10]([C:11]3[CH:15]=[CH:14][N:13]([CH2:16][C:17]4[CH:22]=[C:21]([F:23])[CH:20]=[C:19]([F:24])[CH:18]=4)[N:12]=3)=[CH:9][N:8]([S:25]([C:28]3[CH:34]=[CH:33][C:31]([CH3:32])=[CH:30][CH:29]=3)(=[O:27])=[O:26])[C:5]2=[N:6][CH:7]=1.[CH3:35][S:36]([NH:39][C:40]1[CH:45]=[C:44](B2OC(C)(C)C(C)(C)O2)[CH:43]=[CH:42][C:41]=1[C:55]1[CH2:60][CH2:59][N:58]([C:61]([O:63][C:64]([CH3:67])([CH3:66])[CH3:65])=[O:62])[CH2:57][CH:56]=1)(=[O:38])=[O:37].C(=O)([O-])[O-].[Na+].[Na+]>COCCOC.O.Cl[Pd](Cl)([P](C1C=CC=CC=1)(C1C=CC=CC=1)C1C=CC=CC=1)[P](C1C=CC=CC=1)(C1C=CC=CC=1)C1C=CC=CC=1>[F:24][C:19]1[CH:18]=[C:17]([CH:22]=[C:21]([F:23])[CH:20]=1)[CH2:16][N:13]1[CH:14]=[CH:15][C:11]([C:10]2[C:4]3[C:5](=[N:6][CH:7]=[C:2]([C:44]4[CH:43]=[CH:42][C:41]([C:55]5[CH2:60][CH2:59][N:58]([C:61]([O:63][C:64]([CH3:67])([CH3:66])[CH3:65])=[O:62])[CH2:57][CH:56]=5)=[C:40]([NH:39][S:36]([CH3:35])(=[O:37])=[O:38])[CH:45]=4)[CH:3]=3)[N:8]([S:25]([C:28]3[CH:29]=[CH:30][C:31]([CH3:32])=[CH:33][CH:34]=3)(=[O:26])=[O:27])[CH:9]=2)=[N:12]1 |f:2.3.4,5.6,^1:83,102|. Reported procedure: Using similar reaction conditions as described in step-i of example-1, 5-bromo-3-(1-(3,5-difluorobenzyl)-1H-pyrazol-3-yl)-1-tosyl-1H-pyrrolo[2,3-b]pyridine (intermediate 63B) (200 mg, 0.368 mmol) was coupled with tert-butyl 4-(2-(methylsulfonamido)-4-(4,4,5,5-tetramethyl-1,3,2-dioxaborolan-2-yl)phenyl)-5,6-dihydropyridine-1(2H)-carboxylate (intermediate 65E) (210 mg, 0.44 mmol) using Pd(PPh3)2Cl2 (13 mg, 0.018 mol) and sodium carbonate (117 mg, 11 mmol) in DME/water (10/1 mL) to afford 250 mg (8... The reactants are CCC(=O)Cl, CCN(C(C)C)C(C)C, CCCn1nc(-c2ccc(O)cc2)c2cccc(Cl)c21, ClCCl, O. The product is CCCn1nc(-c2ccc(OC(=O)CC)cc2)c2cccc(Cl)c21. As a reaction SMILES: [C:30]([CH2:31][CH3:32])(=[O:33])[Cl:34].[CH:21]([N:22]([CH2:23][CH3:24])[CH:25]([CH3:26])[CH3:27])([CH3:28])[CH3:29].[Cl:1][c:2]1[cH:3][cH:4][cH:5][c:6]2[c:7](-[c:14]3[cH:15][cH:16][c:17]([OH:20])[cH:18][cH:19]3)[n:8][n:9]([CH2:11][CH2:12][CH3:13])[c:10]12.[Cl:36][CH2:37][Cl:38].[OH2:35]>>[Cl:1][c:2]1[cH:3][cH:4][cH:5][c:6]2[c:7](-[c:14]3[cH:15][cH:16][c:17]([O:20][C:30]([CH2:31][CH3:32])=[O:33])[cH:18][cH:19]3)[n:8][n:9]([CH2:11][CH2:12][CH3:13])[c:10]12. Starting materials: C(CC(O)(C(=O)O)CC(=O)O)(=O)O (citric acid), FC1=CC=C(C2=CC=CC=C12)C#N (4-fluoro-1-naphthonitrile), N[C@H]([C@@H](O)C)C(=O)O (H-D-Thr-OH), C(=O)([O-])[O-].[K+].[K+] (K2CO3). Solvent: CS(=O)C (DMSO). Reaction conditions: temperature 75 celsius, time 24 hour. The product is C(#N)C1=CC=C(C2=CC=CC=C12)N[C@@H](C(=O)O)[C@H](C)O ((2R,3S)-2-(4-cyanonaphthalen-1-ylamino)-3-hydroxybutanoic acid). The yield is 69.7%. As a reaction SMILES: F[C:2]1[C:11]2[C:6](=[CH:7][CH:8]=[CH:9][CH:10]=2)[C:5]([C:12]#[N:13])=[CH:4][CH:3]=1.[NH2:14][C@@H:15]([C:19]([OH:21])=[O:20])[C@H:16]([CH3:18])[OH:17].C([O-])([O-])=O.[K+].[K+].C(O)(=O)CC(CC(O)=O)(C(O)=O)O>CS(C)=O>[C:12]([C:5]1[C:6]2[C:11](=[CH:10][CH:9]=[CH:8][CH:7]=2)[C:2]([NH:14][C@H:15]([C@@H:16]([OH:17])[CH3:18])[C:19]([OH:21])=[O:20])=[CH:3][CH:4]=1)#[N:13] |f:2.3.4|. Procedure details: 4-fluoro-1-naphthonitrile (13916-99-9) (1.0 g, 5.84 mmol) was mixed together with H-D-Thr-OH (835 mg, 7.01 mmol) in DMSO (20 mL). K2CO3 (1.61 g, 11.68 mmol) was added to the reaction mixture and stirred at 75° C. for 24 h. The reaction mixture was cooled to room temperature and poured slowly into a 10% citric acid solution and stirred for 10 min at room temperature. The solution was extracted with EtOAc several times to get the crude product. The crude product was chromatographed with a gradient...